From a dataset of the Open Reaction Database (ORD), a public repository of structured organic reaction records. describe an organic reaction: reactants, conditions, products, and yield Reactants: S(O)(O)(=O)=O (sulfuric acid), ClC(=C(OCC)F)C(C(F)(F)F)(OCC)OCC (2-chloro-I,4,4,4-tetrafluoro-1,3,3-triethoxy-but-1-ene). Solvent: C(C)O (ethanol). The product is ClC(CC(=O)OCC)C(C(F)(F)F)(OCC)OCC (ethyl 2-chloro-4,4,4-trifluoro-3,3-diethoxybutanecarboxylate). Yield: 151.8%. RXN SMILES: S(=O)(=O)(O)O.[Cl:6][C:7]([C:13]([O:21][CH2:22][CH3:23])([O:18][CH2:19][CH3:20])[C:14]([F:17])([F:16])[F:15])=[C:8](F)OCC>C(O)C>[Cl:6][CH:7]([C:13]([O:18][CH2:19][CH3:20])([O:21][CH2:22][CH3:23])[C:14]([F:15])([F:16])[F:17])[CH2:8][C:13]([O:18][CH2:19][CH3:20])=[O:21]. Procedure details: 100 ml of 50% strength sulfuric acid were added to 100 g of 2-chloro-I,4,4,4-tetrafluoro-1,3,3-triethoxy-but-1-ene in 200 ml of ethanol and the mixture was stirred under reflux for 3 hours. It was poured onto water and extracted with methylene chloride. The organic phase was dried over sodium sulfate and the solvent was removed in vacuo. The residue was distilled in vacuo. 79 g of ethyl 2-chloro-4,4,4-trifluoro-3,3-diethoxybutanecarboxylate of boiling point 48° C. under 0.2 mbar were isolated. The reactants are FC=1C=CC(=C2CC[C@H](C12)OC1=CC2=C([C@@H](CO2)CC(=O)OC)C=C1)B1OC(C(O1)(C)C)(C)C (methyl 2-((S)-6-((R)-7-fluoro-4-(4,4,5,5-tetramethyl-1,3,2-dioxaborolan-2-yl)-2,3-dihydro-1H-inden-1-yloxy)-2,3-dihydrobenzofuran-3-yl)acetate), C1(CCCCC1)P(C1=C(C=CC=C1)C1=C(C=CC=C1OC)OC)C1CCCCC1 (dicyclohexyl(2′,6′-dimethoxybiphenyl-2-yl)phosphine), IC1=C(C=C(C(=O)NC)C=C1C)C (4-iodo-N,3,5-trimethylbenzamide), [O-]P(=O)([O-])[O-].[K+].[K+].[K+] (K3PO4). Solvent: C1(=CC=CC=C1)C (toluene). Run at temperature 120 celsius, time 5 hour. Product: CC1=C(C(=CC(=C1)C(NC)=O)C)C1=C2CC[C@H](C2=C(C=C1)F)OC1=CC2=C([C@@H](CO2)CC(=O)OC)C=C1 (Methyl 2-((S)-6-((R)-4-(2,6-dimethyl-4-(methylcarbamoyl)phenyl)-7-fluoro-2,3-dihydro-1H-inden-1-yloxy)-2,3-dihydrobenzofuran-3-yl)acetate). Reaction SMILES: [F:1][C:2]1[CH:3]=[CH:4][C:5](B2OC(C)(C)C(C)(C)O2)=[C:6]2[C:10]=1[C@H:9]([O:11][C:12]1[CH:25]=[CH:24][C:15]3[C@H:16]([CH2:19][C:20]([O:22][CH3:23])=[O:21])[CH2:17][O:18][C:14]=3[CH:13]=1)[CH2:8][CH2:7]2.I[C:36]1[C:45]([CH3:46])=[CH:44][C:39]([C:40]([NH:42][CH3:43])=[O:41])=[CH:38][C:37]=1[CH3:47].[O-]P([O-])([O-])=O.[K+].[K+].[K+].C1(P(C2CCCCC2)C2C=CC=CC=2C2C(OC)=CC=CC=2OC)CCCCC1>C1(C)C=CC=CC=1>[CH3:47][C:37]1[CH:38]=[C:39]([C:40](=[O:41])[NH:42][CH3:43])[CH:44]=[C:45]([CH3:46])[C:36]=1[C:5]1[CH:4]=[CH:3][C:2]([F:1])=[C:10]2[C:6]=1[CH2:7][CH2:8][C@H:9]2[O:11][C:12]1[CH:25]=[CH:24][C:15]2[C@H:16]([CH2:19][C:20]([O:22][CH3:23])=[O:21])[CH2:17][O:18][C:14]=2[CH:13]=1 |f:2.3.4.5|. Procedure: In a microwave vial, methyl 2-((S)-6-((R)-7-fluoro-4-(4,4,5,5-tetramethyl-1,3,2-dioxaborolan-2-yl)-2,3-dihydro-1H-inden-1-yloxy)-2,3-dihydrobenzofuran-3-yl)acetate (75 mg), 4-iodo-N,3,5-trimethylbenzamide (93 mg), K3PO4 (102 mg) and dicyclohexyl(2′,6′-dimethoxybiphenyl-2-yl)phosphine (S-Phos) (7 mg) are suspended in toluene (1.8 mL) and water (0.2 mL) and purged for 10 minutes with argon. Palladium-(II)-acetate (4 mg) is added, the vial is sealed and the mixture is stirred at 120° C. for 5 hours... Reactants: C(#CC(=O)O)C(=O)O (acetylenedicarboxylic acid), C(CCCCCCC)NC(=S)NCCCCCCCC (N,N'-dioctylthiourea). Solvent: CO (methanol). Run at time 16 hour. The product is C(CCCCCCC)N1C(SC(C1=O)=CC(=O)O)=NCCCCCCCC ([3-Octyl-2-(octylimino)-4-oxo-5-thiazolidinylidene]acetic acid). Yield: 75.6%. RXN SMILES: [C:1]([C:6]([OH:8])=[O:7])#[C:2][C:3](O)=[O:4].[CH2:9]([NH:17][C:18]([NH:20][CH2:21][CH2:22][CH2:23][CH2:24][CH2:25][CH2:26][CH2:27][CH3:28])=[S:19])[CH2:10][CH2:11][CH2:12][CH2:13][CH2:14][CH2:15][CH3:16]>CO>[CH2:21]([N:20]1[C:3](=[O:4])[C:2](=[CH:1][C:6]([OH:8])=[O:7])[S:19][C:18]1=[N:17][CH2:9][CH2:10][CH2:11][CH2:12][CH2:13][CH2:14][CH2:15][CH3:16])[CH2:22][CH2:23][CH2:24][CH2:25][CH2:26][CH2:27][CH3:28]. Reported procedure: A mixture of acetylenedicarboxylic acid (7.2 g, 60 mmoles) and N,N'-dioctylthiourea (18 g, 60 mmoles) in methanol (300 mls) is stirred at room temperature for 16 hours. The solvent is removed under reduced pressure to leave a syrupy residue which eventually crystallizes. Recrystallization from acetonitrile gave the product (18 g), mp 57°-61° C.